Dataset: the Open Reaction Database (ORD), a public repository of structured organic reaction records. Task: describe an organic reaction: reactants, conditions, products, and yield The reactants are C(CCCCCCCCC)C=1C=NC(=NC1)C1=CC=C(C(=O)O)C=C1 (4-(5-n-Decyl-2-pyrimidyl)benzoic acid), C(CCCCCCCCC)C=1C=NC(=NC1)C1=CC=C(C(=O)O)C=C1 (4-(5-n-Decyl-2-pyrimidyl)benzoic acid), S(=O)(Cl)Cl (thionyl chloride). The product is C(CCCCCCCCC)C=1C=NC(=NC1)C1=CC=C(C(=O)Cl)C=C1 (4-(5-n-Decyl-2-pyrimidyl)benzoic acid chloride). Yield: 99.6%. As a reaction SMILES: [CH2:1]([C:11]1[CH:12]=[N:13][C:14]([C:17]2[CH:25]=[CH:24][C:20]([C:21](O)=[O:22])=[CH:19][CH:18]=2)=[N:15][CH:16]=1)[CH2:2][CH2:3][CH2:4][CH2:5][CH2:6][CH2:7][CH2:8][CH2:9][CH3:10].S(Cl)([Cl:28])=O>>[CH2:1]([C:11]1[CH:12]=[N:13][C:14]([C:17]2[CH:25]=[CH:24][C:20]([C:21]([Cl:28])=[O:22])=[CH:19][CH:18]=2)=[N:15][CH:16]=1)[CH2:2][CH2:3][CH2:4][CH2:5][CH2:6][CH2:7][CH2:8][CH2:9][CH3:10]. Procedure: 4-(5-n-Decyl-2-pyrimidyl)benzoic acid (2.0 g) prepared in the above (3) was added to thionyl chloride (10 g) and a slight amount of N,N-dimethylformaide was added thereto and the mixture was refluxed for 4 hours. Excess thionyl chloride was distilled off to obtain the titled compound (2.1 g). Reactants: ClC=1C=C2C(=CC=NC2=CC1)CN1N=C2N(C(N(C(C2=C1C1=CC(=CN1C)C(=O)O)=O)C)=O)CC1CC1 (5-[2-[(6-chloroquinolin-4-yl)methyl]-7-(cyclopropylmethyl)-5-methyl-4,6-dioxo-4,5,6,7-tetrahydro-2H-pyrazolo[3,4-d]pyrimidin-3-yl]-1-methyl-1H-pyrrole-3-carboxylic acid), N (ammonia), C(#N)P(OCC)(OCC)=O (diethyl cyanophosphonate). Yields the product ClC=1C=C2C(=CC=NC2=CC1)CN1N=C2N(C(N(C(C2=C1C1=CC(=CN1C)C(=O)NC)=O)C)=O)CC1CC1 (5-[2-[(6-chloroquinolin-4-yl)methyl]-7-(cyclopropylmethyl)-5-methyl-4,6-dioxo-4,5,6,7-tetrahydro-2H-pyrazolo[3,4-d]pyrimidin-3-yl]-N,1-dimethyl-1H-pyrrole-3-carboxamide). Reaction SMILES: [Cl:1][C:2]1[CH:3]=[C:4]2[C:9](=[CH:10][CH:11]=1)[N:8]=[CH:7][CH:6]=[C:5]2[CH2:12][N:13]1[C:21]([C:22]2[N:26]([CH3:27])[CH:25]=[C:24]([C:28]([OH:30])=O)[CH:23]=2)=[C:20]2[C:15]([N:16]([CH2:34][CH:35]3[CH2:37][CH2:36]3)[C:17](=[O:33])[N:18]([CH3:32])[C:19]2=[O:31])=[N:14]1.N.[C:39](P(=O)(OCC)OCC)#[N:40]>>[Cl:1][C:2]1[CH:3]=[C:4]2[C:9](=[CH:10][CH:11]=1)[N:8]=[CH:7][CH:6]=[C:5]2[CH2:12][N:13]1[C:21]([C:22]2[N:26]([CH3:27])[CH:25]=[C:24]([C:28]([NH:40][CH3:39])=[O:30])[CH:23]=2)=[C:20]2[C:15]([N:16]([CH2:34][CH:35]3[CH2:36][CH2:37]3)[C:17](=[O:33])[N:18]([CH3:32])[C:19]2=[O:31])=[N:14]1. Procedure details: This compound was synthesized by the reaction of 5-[2-[(6-chloroquinolin-4-yl)methyl]-7-(cyclopropylmethyl)-5-methyl-4,6-dioxo-4,5,6,7-tetrahydro-2H-pyrazolo[3,4-d]pyrimidin-3-yl]-1-methyl-1H-pyrrole-3-carboxylic acid and ammonia using diethyl cyanophosphonate as a coupling reagent. Mass: 532.17 (M+H). The reactants are FC1=C(C(=O)OC)C=C(C(=C1F)O)[N+](=O)[O-] (methyl 2,3-difluoro-4-hydroxy-5-nitrobenzoate), C([O-])([O-])=O.[Cs+].[Cs+] (cesium carbonate), O (water), CN(C(=S)Cl)C (N,N-dimethylthiocarbamoyl chloride). Solvent: CN(C=O)C (N,N-dimethylformamide), CN(C=O)C (N,N-dimethylformamide). Run at temperature 85 celsius, time 1 hour. Product: COC(C1=C(C(=C(C(=C1)[N+](=O)[O-])OC(N(C)C)=S)F)F)=O (4-dimethylthiocarbamoyloxy-2,3-difluoro-5-nitro-benzoic acid methyl ester). As a reaction SMILES: [F:1][C:2]1[C:11]([F:12])=[C:10]([OH:13])[C:9]([N+:14]([O-:16])=[O:15])=[CH:8][C:3]=1[C:4]([O:6][CH3:7])=[O:5].C(=O)([O-])[O-].[Cs+].[Cs+].[CH3:23][N:24]([CH3:28])[C:25](Cl)=[S:26].O>CN(C)C=O>[CH3:7][O:6][C:4](=[O:5])[C:3]1[CH:8]=[C:9]([N+:14]([O-:16])=[O:15])[C:10]([O:13][C:25](=[S:26])[N:24]([CH3:28])[CH3:23])=[C:11]([F:12])[C:2]=1[F:1] |f:1.2.3|. Procedure: A solution of methyl 2,3-difluoro-4-hydroxy-5-nitrobenzoate in N,N-dimethylformamide is treated with one molar equivalent of cesium carbonate and warmed to 85° C. for 30 minutes. The stirring mixture is then treated dropwise rapidly with a solution comprised of a slight excess of N,N-dimethylthiocarbamoyl chloride in N,N-dimethylformamide. The reaction mixture is stirred at room temperature for one hour, or may be warmed over a steam bath for one hour. The mixture is then poured into water and e... Starting materials: O=C(CBr)c1ccc(Br)cc1, CC#N, [F-], [K+]. Product: O=C(CF)c1ccc(Br)cc1. Reaction SMILES: [Br:1][CH2:2][C:3](=[O:4])[c:5]1[cH:6][cH:7][c:8]([Br:11])[cH:9][cH:10]1.[CH3:14][C:15]#[N:16].[F-:12].[K+:13]>>[CH2:2]([C:3](=[O:4])[c:5]1[cH:6][cH:7][c:8]([Br:11])[cH:9][cH:10]1)[F:12]. Starting materials: FC(C(=O)C1C(C2=CC=CC=C2CC1)=O)(F)F (2-trifluoroacetyl-1-tetralone), C1=CC(=CC=C1NN)S(=O)(=O)N.Cl (4-sulfonamido phenylhydrazine hydrochloride), one. Solvent: C(C)O (ethanol). Product: FC(C1=NN(C2=C3C(=CC=C12)C=CC=C3)C3C=CC(=CC3)S(=O)(=O)N)(F)F (4,5-dihydro-4-[3-(trifluoromethyl)-1H-benz[g]indazol-1-yl]benzenesulfonamide). The yield is 71.0%. Reaction SMILES: [F:1][C:2]([F:17])([F:16])[C:3]([CH:5]1[CH2:14][CH2:13][C:12]2[C:7](=[CH:8][CH:9]=[CH:10][CH:11]=2)[C:6]1=O)=O.[CH:18]1[C:23]([NH:24][NH2:25])=[CH:22][CH:21]=[C:20]([S:26]([NH2:29])(=[O:28])=[O:27])[CH:19]=1.Cl>C(O)C>[F:1][C:2]([F:17])([F:16])[C:3]1[C:5]2[C:6](=[C:7]3[CH:8]=[CH:9][CH:10]=[CH:11][C:12]3=[CH:13][CH:14]=2)[N:24]([CH:23]2[CH2:22][CH:21]=[C:20]([S:26]([NH2:29])(=[O:28])=[O:27])[CH:19]=[CH:18]2)[N:25]=1 |f:1.2|. Procedure: A 100 mL one necked round bottomed flask equipped with reflux condenser nitrogen inlet and provisions for magnetic stirring was charged with 2-trifluoroacetyl-1-tetralone (1.21 g, 5.0 mmol), 4-sulfonamido phenylhydrazine hydrochloride (1.12 g, 5.0 mmol) and 25 mL of absolute ethanol. The solution was then warmed to reflux for 15 h and then concentrated in vacuo. The residue was dissolved in ethyl acetate and then washed with water, brine, dried over anhyd. MgSO4, filtered and concentrated in vac... The reactants are N#CC1c2ccccc2-c2ccccc21, ClCCCCl, [NH2-], [Na]. Product: N#CC1(CCCCl)c2ccccc2-c2ccccc21. As a reaction SMILES: [C:1](#[N:2])[CH:3]1[c:4]2[cH:5][cH:6][cH:7][cH:8][c:9]2-[c:10]2[cH:11][cH:12][cH:13][cH:14][c:15]21.[Cl:18][CH2:19][CH2:20][CH2:21][Cl:22].[NH2-:17].[Na:16]>>[C:1](#[N:2])[C:3]1([CH2:21][CH2:20][CH2:19][Cl:18])[c:4]2[cH:5][cH:6][cH:7][cH:8][c:9]2-[c:10]2[cH:11][cH:12][cH:13][cH:14][c:15]21.